Dataset: the Open Reaction Database (ORD), a public repository of structured organic reaction records. Task: describe an organic reaction: reactants, conditions, products, and yield Starting materials: C(CCC)C1=CC=C(C=C1)CC(C)=O (1-(4-butylphenyl)-2-propanone), COC(N(C)C)OC (dimethylformamide dimethyl acetal). The product is C(CCC)C1=CC=C(C=C1)C(C(C)=O)=CN(C)C (3-(4-butylphenyl)-4-dimethylamino-3-buten-2-one). As a reaction SMILES: [CH2:1]([C:5]1[CH:10]=[CH:9][C:8]([CH2:11][C:12](=[O:14])[CH3:13])=[CH:7][CH:6]=1)[CH2:2][CH2:3][CH3:4].CO[CH:17](OC)[N:18]([CH3:20])[CH3:19]>>[CH2:1]([C:5]1[CH:6]=[CH:7][C:8]([C:11](=[CH:17][N:18]([CH3:20])[CH3:19])[C:12](=[O:14])[CH3:13])=[CH:9][CH:10]=1)[CH2:2][CH2:3][CH3:4]. Reported procedure: This ketone (4.6 g) was reacted with dimethylformamide dimethyl acetal (4.0 ml) as described in Example 1 to give 3-(4-butylphenyl)-4-dimethylamino-3-buten-2-one which was used without purification to prepare ethyl 5-(4-butylphenyl)-4-oxo-4H-pyran-2-carboxylate (mp 65° C.), by the method described in Example 17. Reactants: ClC=1C=C(N)C=CC1OC(F)(F)F (3-chloro-4-trifluoromethoxyaniline), ClC1=C(C=C(C2=CC=CC=C12)[N+](=O)[O-])[N+](=O)[O-] (1-chloro-2,4-dinitronaphthalene), C([O-])(O)=O.[Na+] (sodium bicarbonate). Solvent: O (water). Run at temperature 20 celsius, time 2 hour. Product: ClC=1C=C(C=CC1OC(F)(F)F)NC1=C(C=C(C2=CC=CC=C12)[N+](=O)[O-])[N+](=O)[O-] (1-(3-chloro-4-trifluoromethoxyphenylamino)-2,4-dinitronaphthalene). Yield: 93.5%. RXN SMILES: [Cl:1][C:2]1[CH:3]=[C:4]([CH:6]=[CH:7][C:8]=1[O:9][C:10]([F:13])([F:12])[F:11])[NH2:5].Cl[C:15]1[C:24]2[C:19](=[CH:20][CH:21]=[CH:22][CH:23]=2)[C:18]([N+:25]([O-:27])=[O:26])=[CH:17][C:16]=1[N+:28]([O-:30])=[O:29].C(=O)(O)[O-].[Na+]>O>[Cl:1][C:2]1[CH:3]=[C:4]([NH:5][C:15]2[C:24]3[C:19](=[CH:20][CH:21]=[CH:22][CH:23]=3)[C:18]([N+:25]([O-:27])=[O:26])=[CH:17][C:16]=2[N+:28]([O-:30])=[O:29])[CH:6]=[CH:7][C:8]=1[O:9][C:10]([F:11])([F:12])[F:13] |f:2.3|. Procedure: A suspension of 12.7 g (60 mmols) of 3-chloro-4-trifluoromethoxyaniline and 15.15 g (60 mmols) of 1-chloro-2,4-dinitronaphthalene in 150 ml of water was heated to the boil. 5.6 g (67 mmols) of sodium bicarbonate were introduced in the course of 30 minutes and heating was continued for 2 hours under reflux. After the mixture had cooled to 20° C., the product was filtered off. 24 g of 1-(3-chloro-4-trifluoromethoxyphenylamino)-2,4-dinitronaphthalene of melting point 140° C. were obtained; after re... Reaction SMILES: CC1(C)C(C)(C)OB([C:9]2[CH:33]=[CH:32][C:12]([O:13][CH2:14][C:15]3[CH:27]=[CH:26][C:25]([C:28]([F:31])([F:30])[F:29])=[CH:24][C:16]=3[C:17]([O:19][C:20]([CH3:23])([CH3:22])[CH3:21])=[O:18])=[CH:11][CH:10]=2)O1.Br[C:36]1[CH:41]=[CH:40][C:39]([CH2:42][C:43]([O:45][CH3:46])=[O:44])=[CH:38][CH:37]=1>>[CH3:46][O:45][C:43]([CH2:42][C:39]1[CH:40]=[CH:41][C:36]([C:9]2[CH:33]=[CH:32][C:12]([O:13][CH2:14][C:15]3[CH:27]=[CH:26][C:25]([C:28]([F:29])([F:30])[F:31])=[CH:24][C:16]=3[C:17]([O:19][C:20]([CH3:21])([CH3:23])[CH3:22])=[O:18])=[CH:11][CH:10]=2)=[CH:37][CH:38]=1)=[O:44]. Product: COC(=O)CC1=CC=C(C=C1)C1=CC=C(C=C1)OCC1=C(C(=O)OC(C)(C)C)C=C(C=C1)C(F)(F)F (tert-butyl 2-[({4′-[(methoxycarbonyl)methyl]-1,1′-biphenyl-4-yl}oxy)methyl]-5-(trifluoromethyl)benzoate). Procedure details: According to a method similar to Example (8-1), from tert-butyl 2-{[4-(4,4,5,5-tetramethyl-1,3,2-dioxaborolan-2-yl)phenoxy]methyl}-5-(trifluoromethyl)benzoate (100 mg, 0.21 mmol) obtained in Example (2-4) and methyl (4-bromophenyl)acetate (62 mg, 0.27 mmol) obtained in Example (3-1), tert-butyl 2-[({4′-[(methoxycarbonyl)methyl]-1,1′-biphenyl-4-yl}oxy)methyl]-5-(trifluoromethyl)benzoate was obtained (54 mg, yield: 52%). Starting materials: CC1(OB(OC1(C)C)C1=CC=C(OCC2=C(C(=O)OC(C)(C)C)C=C(C=C2)C(F)(F)F)C=C1)C (tert-butyl 2-{[4-(4,4,5,5-tetramethyl-1,3,2-dioxaborolan-2-yl)phenoxy]methyl}-5-(trifluoromethyl)benzoate), BrC1=CC=C(C=C1)CC(=O)OC (methyl (4-bromophenyl)acetate). Isolated yield 52.0%. Starting materials: FC(C=1C=C(C=C(C1)C(F)(F)F)N(C(=O)N([C@@H]1CN(C[C@H]1C1=CC=C(C=C1)F)C(=O)OC1=CC=C(C=C1)[N+](=O)[O-])C)C)(F)F (4-nitrophenyl (3S,4R)-3-[{[3,5-bis(trifluoromethyl)phenyl](methyl)carbamoyl}(methyl)amino]-4-(4-fluorophenyl)pyrrolidine-1-carboxylate), N1CCOCC1 (morpholine). Product: FC(C=1C=C(C=C(C1)C(F)(F)F)N(C(=O)N(C)[C@@H]1CN(C[C@H]1C1=CC=C(C=C1)F)C(=O)N1CCOCC1)C)(F)F (1-[3,5-bis(trifluoromethyl)phenyl]-3-[(3S,4R)-4-(4-fluorophenyl)-1-(morpholin-4-ylcarbonyl)pyrrolidin-3-yl]-1,3-dimethylurea). As a reaction SMILES: [F:1][C:2]([F:44])([F:43])[C:3]1[CH:4]=[C:5]([N:13]([CH3:42])[C:14]([N:16]([CH3:41])[C@H:17]2[C@H:21]([C:22]3[CH:27]=[CH:26][C:25]([F:28])=[CH:24][CH:23]=3)[CH2:20][N:19]([C:29](OC3C=CC([N+]([O-])=O)=CC=3)=[O:30])[CH2:18]2)=[O:15])[CH:6]=[C:7]([C:9]([F:12])([F:11])[F:10])[CH:8]=1.[NH:45]1[CH2:50][CH2:49][O:48][CH2:47][CH2:46]1>>[F:12][C:9]([F:10])([F:11])[C:7]1[CH:6]=[C:5]([N:13]([CH3:42])[C:14]([N:16]([C@H:17]2[C@H:21]([C:22]3[CH:27]=[CH:26][C:25]([F:28])=[CH:24][CH:23]=3)[CH2:20][N:19]([C:29]([N:45]3[CH2:50][CH2:49][O:48][CH2:47][CH2:46]3)=[O:30])[CH2:18]2)[CH3:41])=[O:15])[CH:4]=[C:3]([C:2]([F:1])([F:43])[F:44])[CH:8]=1. Reported procedure: By reaction and purification in the same manner as in the method described in Example 420 and using the compound obtained in Example 362 and morpholine, the title compound was obtained. Starting materials: COc1ccc(C(=O)Nc2c(Cl)cncc2Cl)c2c1OCC2CC(=O)O, Nc1cccnc1. The product is COc1ccc(C(=O)Nc2c(Cl)cncc2Cl)c2c1OCC2CC(=O)Nc1cccnc1. Reaction SMILES: [C:1](=[O:2])([OH:3])[CH2:4][CH:5]1[CH2:6][O:7][c:8]2[c:9]1[c:10]([C:16](=[O:17])[NH:18][c:19]1[c:20]([Cl:26])[cH:21][n:22][cH:23][c:24]1[Cl:25])[cH:11][cH:12][c:13]2[O:14][CH3:15].[NH2:27][c:28]1[cH:29][n:30][cH:31][cH:32][cH:33]1>>[C:1](=[O:3])([CH2:4][CH:5]1[CH2:6][O:7][c:8]2[c:9]1[c:10]([C:16](=[O:17])[NH:18][c:19]1[c:20]([Cl:26])[cH:21][n:22][cH:23][c:24]1[Cl:25])[cH:11][cH:12][c:13]2[O:14][CH3:15])[NH:27][c:28]1[cH:29][n:30][cH:31][cH:32][cH:33]1.